describe an organic reaction: reactants, conditions, products, and yield From a dataset of the Open Reaction Database (ORD), a public repository of structured organic reaction records. Starting materials: O=C1COCC(=O)O1, COC(=O)c1cc(OCc2ccccc2)ccc1N. The product is COC(=O)c1cc(OCc2ccccc2)ccc1NC(=O)COCC(=O)O. As a reaction SMILES: [C:20]1(=[O:27])[CH2:21][O:22][CH2:23][C:24](=[O:25])[O:26]1.[NH2:1][c:2]1[c:3]([C:4](=[O:5])[O:6][CH3:7])[cH:8][c:9]([O:12][CH2:13][c:14]2[cH:15][cH:16][cH:17][cH:18][cH:19]2)[cH:10][cH:11]1>>[NH:1]([c:2]1[c:3]([C:4](=[O:5])[O:6][CH3:7])[cH:8][c:9]([O:12][CH2:13][c:14]2[cH:15][cH:16][cH:17][cH:18][cH:19]2)[cH:10][cH:11]1)[C:24]([CH2:23][O:22][CH2:21][C:20](=[O:26])[OH:27])=[O:25]. Reactants: FC1=C(OC=2C(=NC(=NC2)S(=O)(=O)C)C=2C=C(C(N(C2)C)=O)OC)C=CC(=C1)F (5-[5-(2,4-difluorophenoxy)-2-methylsulfonylpyrimidin-4-yl]-3-methoxy-1-methylpyridin-2-one), C(C)S(=O)(=O)N (EtSO2NH2). Product: FC1=C(OC=2C(=NC(=NC2)NS(=O)(=O)CC)C2=CN(C(C(=C2)OC)=O)C)C=CC(=C1)F (N-[5-(2,4-difluorophenoxy)-4-(5-methoxy-1-methyl-6-oxopyridin-3-yl)pyrimidin-2-yl]ethanesulfonamide). As a reaction SMILES: [F:1][C:2]1[CH:28]=[C:27]([F:29])[CH:26]=[CH:25][C:3]=1[O:4][C:5]1[C:6]([C:15]2[CH:16]=[C:17]([O:23][CH3:24])[C:18](=[O:22])[N:19]([CH3:21])[CH:20]=2)=[N:7][C:8](S(C)(=O)=O)=[N:9][CH:10]=1.[CH2:30]([S:32]([NH2:35])(=[O:34])=[O:33])[CH3:31]>>[F:1][C:2]1[CH:28]=[C:27]([F:29])[CH:26]=[CH:25][C:3]=1[O:4][C:5]1[C:6]([C:15]2[CH:16]=[C:17]([O:23][CH3:24])[C:18](=[O:22])[N:19]([CH3:21])[CH:20]=2)=[N:7][C:8]([NH:35][S:32]([CH2:30][CH3:31])(=[O:34])=[O:33])=[N:9][CH:10]=1. Procedure: The title compound of Example 150 was treated with EtSO2NH2 instead of MeSO2NH2 in a manner similar to Example 152, step 6 to give the title compound. 1H NMR (CDCl3, 400 MHz) δ 8.35 (d, J=2.0 Hz, 1H), 8.18 (s, 1H), 7.70 (d, J=2.0 Hz, 1H), 7.25-7.22 (m, 1H), 7.12-7.07 (m, 1H), 7.04-7.01 (m, 1H), 3.93 (s, 3H), 3.70 (s, 3H), 3.38 (s, 3H). LCMS: 423.9 (M+1)+ Yields the product CC(C)Oc1ccc2nc(Cl)sc2c1. Reactants: C1CCOC1, CC(C)O, Oc1ccc2nc(Cl)sc2c1, CC(C)OC(=O)N=NC(=O)OC(C)C, c1ccc(P(c2ccccc2)c2ccccc2)cc1. As a reaction SMILES: [CH2:49]1[O:50][CH2:51][CH2:52][CH2:53]1.[CH:12]([CH3:13])([CH3:14])[OH:15].[Cl:1][c:2]1[s:3][c:4]2[c:5]([n:6]1)[cH:7][cH:8][c:9]([OH:11])[cH:10]2.[O:35]=[C:36]([O:37][CH:38]([CH3:39])[CH3:40])[N:41]=[N:42][C:43]([O:44][CH:45]([CH3:46])[CH3:47])=[O:48].[c:16]1([P:17]([c:18]2[cH:19][cH:20][cH:21][cH:22][cH:23]2)[c:24]2[cH:25][cH:26][cH:27][cH:28][cH:29]2)[cH:30][cH:31][cH:32][cH:33][cH:34]1>>[Cl:1][c:2]1[s:3][c:4]2[c:5]([n:6]1)[cH:7][cH:8][c:9]([O:11][CH:12]([CH3:13])[CH3:14])[cH:10]2. Reactants: S(=O)(=O)(Cl)Cl (sulphuryl chloride), P(OCC1=CC=CC=C1)(OCC1=CC=CC=C1)[O-] (dibenzyl phosphite). Run in C1(=CC=CC=C1)C (toluene), C1(=CC=CC=C1)C (toluene). Reaction conditions: time 75 minute. Product: P(=O)(OCC1=CC=CC=C1)(OCC1=CC=CC=C1)Cl (dibenzyl chlorophosphate). As a reaction SMILES: S(Cl)([Cl:4])(=O)=O.[P:6]([O-:23])([O:15][CH2:16][C:17]1[CH:22]=[CH:21][CH:20]=[CH:19][CH:18]=1)[O:7][CH2:8][C:9]1[CH:14]=[CH:13][CH:12]=[CH:11][CH:10]=1>C1(C)C=CC=CC=1>[P:6]([Cl:4])([O:15][CH2:16][C:17]1[CH:22]=[CH:21][CH:20]=[CH:19][CH:18]=1)([O:7][CH2:8][C:9]1[CH:14]=[CH:13][CH:12]=[CH:11][CH:10]=1)=[O:23]. Procedure: A solution of sulphuryl chloride (3.48 g) in toluene (25 ml) was added to a stirred solution of dibenzyl phosphite (6.08 ml) in toluene (75 ml) under nitrogen. The mixture was stirred for 75 min. under nitrogen, washed with 8% sodium bicarbonate solution (75 ml) and the organic layer separated and dried over anhydrous sodium sulphate. After filtration the filtrate was evaporated and dried to give dibenzyl chlorophosphate (7.75 g) as a colourless oil. Potassium carbonate (1.81 g) was added to a s... Reactants: OC1=C(C=CC2=C1C(=C(O2)CC2=CC=C(C=C2)OC)C)CCC (4-hydroxy-2-(4-methoxybenzyl)-3-methyl-5-propylbenzofuran), C(CC(O)(C(=O)O)CC(=O)O)(=O)O (citric acid), C(C)S (ethanethiol), [H-].[Na+] (sodium hydride). Solvent: CN(C=O)C (dimethylformamide), CN(C=O)C (dimethylformamide). Reaction conditions: time 15 minute. The product is OC1=C(C=CC2=C1C(=C(O2)CC2=CC=C(C=C2)O)C)CCC (4-hydroxy-2-(4-hydroxybenzyl)-3-methyl-5-propylbenzofuran). The yield is 92.8%. Reaction SMILES: C(S)C.[H-].[Na+].[OH:6][C:7]1[C:12]2[C:13]([CH3:25])=[C:14]([CH2:16][C:17]3[CH:22]=[CH:21][C:20]([O:23]C)=[CH:19][CH:18]=3)[O:15][C:11]=2[CH:10]=[CH:9][C:8]=1[CH2:26][CH2:27][CH3:28].C(O)(=O)CC(CC(O)=O)(C(O)=O)O>CN(C)C=O>[OH:6][C:7]1[C:12]2[C:13]([CH3:25])=[C:14]([CH2:16][C:17]3[CH:22]=[CH:21][C:20]([OH:23])=[CH:19][CH:18]=3)[O:15][C:11]=2[CH:10]=[CH:9][C:8]=1[CH2:26][CH2:27][CH3:28] |f:1.2|. Procedure: Under nitrogen atmosphere, ethanethiol (4.9 g; 80 mmoles) was added dropwise over 5 minutes to a mixture of 99% sodium hydride (1.9 g; 80 mmoles) in dimethylformamide (100 ml). After stirring for 15 minutes, a solution of 4-hydroxy-2-(4-methoxybenzyl)-3-methyl-5-propylbenzofuran (2.4 g; 8 mmoles) in dimethylformamide (5 ml) was added in one portion. The mixture was refluxed for 2 hours, cooled, acidified with 20% citric acid solution and extracted with ether. The ether solution was washed with w... The reactants are CC1=C(C=CC=C1)CC(CCC(=O)O)=O (5-(2-Methylphenyl)-4-oxopentanoic acid), CO (methanol), Cl (hydrogen chloride), Cl (hydrogen chloride). Run in C(C)OCC (diethyl ether). The product is CC1=C(C=CC=C1)CC(CCC(=O)OC)=O (methyl 5-(2-methylphenyl)-4-oxopentanoate). Reaction SMILES: [CH3:1][C:2]1[CH:7]=[CH:6][CH:5]=[CH:4][C:3]=1[CH2:8][C:9](=[O:15])[CH2:10][CH2:11][C:12]([OH:14])=[O:13].Cl.[CH3:17]O>C(OCC)C>[CH3:1][C:2]1[CH:7]=[CH:6][CH:5]=[CH:4][C:3]=1[CH2:8][C:9](=[O:15])[CH2:10][CH2:11][C:12]([O:14][CH3:17])=[O:13]. Procedure details: 5-(2-Methylphenyl)-4-oxopentanoic acid (prepared as described above; 535 g.) was heated under reflux for 1 hour in methanol (5.5 liters) through which was passed gaseous hydrogen chloride. The flow of hydrogen chloride was then stopped and the solution was heated for a further 2 hours. The solution was then evaporated to give a dark coloured oil which was dissolved in diethyl ether (1500 ml.), washed with water and aqueous sodium bicarbonate solution, dried over sodium sulphate and distilled to ... The reactants are Br, COCCn1c(C)c(C)sc1=N, O=C(O)C1CC12CCCCC2. The product is COCCn1c(C)c(C)sc1=NC(=O)C1CC12CCCCC2. As a reaction SMILES: [BrH:1].[CH3:2][O:3][CH2:4][CH2:5][n:6]1[c:7](=[NH:13])[s:8][c:9]([CH3:12])[c:10]1[CH3:11].[CH:14]1([C:22](=[O:23])[OH:24])[CH2:15][C:16]12[CH2:17][CH2:18][CH2:19][CH2:20][CH2:21]2>>[CH3:2][O:3][CH2:4][CH2:5][n:6]1[c:7](=[N:13][C:22]([CH:14]2[CH2:15][C:16]23[CH2:17][CH2:18][CH2:19][CH2:20][CH2:21]3)=[O:23])[s:8][c:9]([CH3:12])[c:10]1[CH3:11].